This data is from the Open Reaction Database (ORD), a public repository of structured organic reaction records. The task is: describe an organic reaction: reactants, conditions, products, and yield The reactants are C1COCCO1, CC(C)(C)OC(=O)N1CCN(CC(O)Cn2cc([N+](=O)[O-])nc2Cl)CC1, [H-], [Na+]. Yields the product CC(C)(C)OC(=O)N1CCN(CC2Cn3cc([N+](=O)[O-])nc3O2)CC1. Reaction SMILES: [CH2:29]1[O:30][CH2:31][CH2:32][O:33][CH2:34]1.[Cl:1][c:2]1[n:3]([CH2:10][CH:11]([CH2:12][N:13]2[CH2:14][CH2:15][N:16]([C:19](=[O:20])[O:21][C:22]([CH3:23])([CH3:24])[CH3:25])[CH2:17][CH2:18]2)[OH:26])[cH:4][c:5]([N+:7](=[O:8])[O-:9])[n:6]1.[H-:27].[Na+:28]>>[c:2]12[n:3]([cH:4][c:5]([N+:7](=[O:8])[O-:9])[n:6]1)[CH2:10][CH:11]([CH2:12][N:13]1[CH2:14][CH2:15][N:16]([C:19](=[O:20])[O:21][C:22]([CH3:23])([CH3:24])[CH3:25])[CH2:17][CH2:18]1)[O:26]2. The reactants are CC(C)(C)OC(=O)N1CCC(Oc2cccc(N)c2)CC1, COCC(C)O, Cn1cc(-c2ccc3cnc(S(C)=O)nn23)cn1, CCN(C(C)C)C(C)C. Product: Cn1cc(-c2ccc3cnc(N4CCC(Oc5cccc(N)c5)CC4)nn23)cn1. Reaction SMILES: [C:25]([O:26][C:27](=[O:28])[N:32]1[CH2:33][CH2:34][CH:35]([O:38][c:39]2[cH:40][c:41]([NH2:45])[cH:42][cH:43][cH:44]2)[CH2:36][CH2:37]1)([CH3:29])([CH3:30])[CH3:31].[CH3:19][O:20][CH2:21][CH:22]([OH:23])[CH3:24].[CH3:1][S:2](=[O:3])[c:4]1[n:5][n:6]2[c:7]([cH:8][n:9]1)[cH:10][cH:11][c:12]2-[c:13]1[cH:14][n:15][n:16]([CH3:18])[cH:17]1.[CH:46]([N:47]([CH2:48][CH3:49])[CH:50]([CH3:51])[CH3:52])([CH3:53])[CH3:54]>>[c:4]1([N:32]2[CH2:33][CH2:34][CH:35]([O:38][c:39]3[cH:40][c:41]([NH2:45])[cH:42][cH:43][cH:44]3)[CH2:36][CH2:37]2)[n:5][n:6]2[c:7]([cH:8][n:9]1)[cH:10][cH:11][c:12]2-[c:13]1[cH:14][n:15][n:16]([CH3:18])[cH:17]1. Reactants: FC(C(=O)O)(F)F.OC1=CC=CC=2N(C(=NC21)COC2=CC=C(C=C2)Cl)CCCC2CCN(CC2)C(=O)OC(C)(C)C (4-hydroxy-2-[(4-chlorophenoxy)methyl]-1-[3-[1-(t-butoxycarbonyl)piperidin-4-yl]propyl]benzimidazole trifluoroacetate), [H-].[Na+] (sodium hydride), C(C)(C)Br (Isopropyl bromide). The solvent is CN(C=O)C (N,N-dimethylformamide). The product is FC(C(=O)O)(F)F.C(C)(C)OC1=CC=CC=2N(C(=NC21)COC2=CC=C(C=C2)Cl)CCCC2CCN(CC2)C(=O)OC(C)(C)C (4-isopropoxy-2-[(4-chlorophenoxy)methyl]-1-[3-[1-(t-butoxycarbonyl)piperidin-4-yl]propyl]benzimidazole trifluoroacetate). Reaction SMILES: [F:1][C:2]([F:7])([F:6])[C:3]([OH:5])=[O:4].[OH:8][C:9]1[C:17]2[N:16]=[C:15]([CH2:18][O:19][C:20]3[CH:25]=[CH:24][C:23]([Cl:26])=[CH:22][CH:21]=3)[N:14]([CH2:27][CH2:28][CH2:29][CH:30]3[CH2:35][CH2:34][N:33]([C:36]([O:38][C:39]([CH3:42])([CH3:41])[CH3:40])=[O:37])[CH2:32][CH2:31]3)[C:13]=2[CH:12]=[CH:11][CH:10]=1.[H-].[Na+].[CH:45](Br)([CH3:47])[CH3:46]>CN(C)C=O>[F:1][C:2]([F:7])([F:6])[C:3]([OH:5])=[O:4].[CH:45]([O:8][C:9]1[C:17]2[N:16]=[C:15]([CH2:18][O:19][C:20]3[CH:21]=[CH:22][C:23]([Cl:26])=[CH:24][CH:25]=3)[N:14]([CH2:27][CH2:28][CH2:29][CH:30]3[CH2:31][CH2:32][N:33]([C:36]([O:38][C:39]([CH3:42])([CH3:41])[CH3:40])=[O:37])[CH2:34][CH2:35]3)[C:13]=2[CH:12]=[CH:11][CH:10]=1)([CH3:47])[CH3:46] |f:0.1,2.3,6.7|. Reported procedure: A solution of 4-hydroxy-2-[(4-chlorophenoxy)methyl]-1-[3-[1-(t-butoxycarbonyl)piperidin-4-yl]propyl]benzimidazole trifluoroacetate (300 mg, 0.6 mmol, 1 eq) in anhydrous N,N-dimethylformamide (3 m) was treated with sodium hydride (60% in mineral oil, 26 mg, 0.66 mmol, 1.1 eq). The resulting mixture was stirred for thirty minutes at room temperature. Isopropyl bromide (0.66 mmol, 1 eq) was added to the reaction and the resulting mixture was stirred for two hours at room temperature. The reaction w...